This data is from the Open Reaction Database (ORD), a public repository of structured organic reaction records. The task is: describe an organic reaction: reactants, conditions, products, and yield Conditions: time 2 hour. The product is N[C@H](C(=O)N)CC1=CC=C(C=C1)I ((S)-2-Amino-3-(4-iodophenyl)propanamide). The reactants are NC([C@H](CC1=CC=C(C=C1)I)NC(OC(C)(C)C)=O)=O ((S)-tert-Butyl 1-amino-3-(4-iodophenyl)-1-oxopropan-2-ylcarbamate), FC(C(=O)O)(F)F (trifluoroacetic acid). RXN SMILES: [NH2:1][C:2](=[O:20])[C@@H:3]([NH:12]C(=O)OC(C)(C)C)[CH2:4][C:5]1[CH:10]=[CH:9][C:8]([I:11])=[CH:7][CH:6]=1.FC(F)(F)C(O)=O>ClCCl>[NH2:12][C@@H:3]([CH2:4][C:5]1[CH:6]=[CH:7][C:8]([I:11])=[CH:9][CH:10]=1)[C:2]([NH2:1])=[O:20]. Procedure details: (S)-tert-Butyl 1-amino-3-(4-iodophenyl)-1-oxopropan-2-ylcarbamate (Example 1, step (i), 2.41 g) was stirred in dichloromethane (125 mL) and to the suspension was added trifluoroacetic acid (8 mL). The mixture was stirred for 2 h and then concentrated to ˜12 mL in vacuo. The residue was stirred for 2 days, dissolved in ethyl acetate/dichloromethane and washed with water containing an excess of sodium bicarbonate. The organic layer was dried and evaporated to the sub-titled compound (1.52 g). The solvent is ClCCl (dichloromethane). The reactants are Cl.NC(C(C)=O)C(CC)=O (3-amino-2,4-hexanedione hydrochloride), [S-]C#N.[K+] (potassium thiocyanate). Solvent: O (water). The product is CC=1NC(NC1C(CC)=O)=S (1,3-Dihydro-4-methyl-5-(1-oxopropyl)-2H-imidazol-2-thione). As a reaction SMILES: Cl.[NH2:2][CH:3]([C:7](=[O:10])[CH2:8][CH3:9])[C:4](=O)[CH3:5].[S-:11][C:12]#[N:13].[K+]>O>[CH3:5][C:4]1[NH:13][C:12](=[S:11])[NH:2][C:3]=1[C:7](=[O:10])[CH2:8][CH3:9] |f:0.1,2.3|. Procedure: Ten grams of 3-amino-2,4-hexanedione hydrochloride are dissolved in 100 ml water. Fifteen grams of potassium thiocyanate are added and the mixture is heated on the steam bath for 10 minutes. On cooling, the title compound is obtained. Reactants: CO, O=S(=O)(c1ccccc1)C(F)(F)CCCCc1ccccc1. Product: FC(F)CCCCc1ccccc1. RXN SMILES: [CH3:23][OH:24].[c:1]1([S:2](=[O:3])(=[O:4])[C:10]([CH2:11][CH2:12][CH2:13][CH2:14][c:15]2[cH:16][cH:17][cH:18][cH:19][cH:20]2)([F:21])[F:22])[cH:5][cH:6][cH:7][cH:8][cH:9]1>>[CH:10]([CH2:11][CH2:12][CH2:13][CH2:14][c:15]1[cH:16][cH:17][cH:18][cH:19][cH:20]1)([F:21])[F:22]. Starting materials: CCO, CC1(C)CCC(=NO)CC1, Cl. Product: CC1(C)CCC(N)CC1. RXN SMILES: [CH3:12][CH2:13][OH:14].[CH3:1][C:2]1([CH3:10])[CH2:3][CH2:4][C:5](=[N:8][OH:9])[CH2:6][CH2:7]1.[ClH:11]>>[CH3:1][C:2]1([CH3:10])[CH2:3][CH2:4][CH:5]([NH2:8])[CH2:6][CH2:7]1. Starting materials: FC1=C(C=CC(=C1)CS(=O)(=O)C)C=1C=C2C(=CN1)OC(C2)C2CCN(CC2)C(=N)NO (4-[5-(2-fluoro-4-methanesulfonylmethyl-phenyl)-2,3-dihydro-furo[2,3-c]pyridin-2-yl]-N-hydroxy-piperidine-1-carboxamidine), C(CCC)(=O)Cl (butyryl chloride). Yields the product FC1=C(C=CC(=C1)CS(=O)(=O)C)C=1C=C2C(=CN1)OC(C2)C2CCN(CC2)C2=NOC(=N2)CCC (5-(2-Fluoro-4-methanesulfonylmethyl-phenyl)-2-[1-(5-propyl-[1,2,4]oxadiazol-3-yl)-piperidin-4-yl]-2,3-dihydro-furo[2,3-c]pyridine). Reaction SMILES: [F:1][C:2]1[CH:7]=[C:6]([CH2:8][S:9]([CH3:12])(=[O:11])=[O:10])[CH:5]=[CH:4][C:3]=1[C:13]1[CH:14]=[C:15]2[CH2:21][CH:20]([CH:22]3[CH2:27][CH2:26][N:25]([C:28]([NH:30][OH:31])=[NH:29])[CH2:24][CH2:23]3)[O:19][C:16]2=[CH:17][N:18]=1.[C:32](Cl)(=O)[CH2:33][CH2:34][CH3:35]>>[F:1][C:2]1[CH:7]=[C:6]([CH2:8][S:9]([CH3:12])(=[O:10])=[O:11])[CH:5]=[CH:4][C:3]=1[C:13]1[CH:14]=[C:15]2[CH2:21][CH:20]([CH:22]3[CH2:23][CH2:24][N:25]([C:28]4[N:29]=[C:32]([CH2:33][CH2:34][CH3:35])[O:31][N:30]=4)[CH2:26][CH2:27]3)[O:19][C:16]2=[CH:17][N:18]=1. Procedure: The title compound is prepared from 4-[5-(2-fluoro-4-methanesulfonylmethyl-phenyl)-2,3-dihydro-furo[2,3-c]pyridin-2-yl]-N-hydroxy-piperidine-1-carboxamidine and butyryl chloride following a procedure analogous to that described in Example 8. LC (method 6): tR=1.58 min; Mass spectrum (ESI+): m/z=501 [M+H]+. Starting materials: Cc1ccc(C2CC(=O)c3c(C)ccnc3C2)s1, CCO, Cl, N=C(NN)NO, Cc1ccc(S(=O)(=O)[O-])cc1. The product is Cc1ccc(C2CC(=NNC(=N)NO)c3c(C)ccnc3C2)s1, Cl. RXN SMILES: [CH3:1][c:2]1[cH:3][cH:4][n:5][c:6]2[c:11]1[C:10](=[O:12])[CH2:9][CH:8]([c:13]1[s:14][c:15]([CH3:18])[cH:16][cH:17]1)[CH2:7]2.[CH3:37][CH2:38][OH:39].[ClH:36].[NH2:19][NH:20][C:21](=[NH:22])[NH:23][OH:24].[c:25]1([CH3:26])[cH:27][cH:28][c:29]([S:30]([O-:31])(=[O:32])=[O:33])[cH:34][cH:35]1>>[CH3:1][c:2]1[cH:3][cH:4][n:5][c:6]2[c:11]1[C:10](=[N:19][NH:20][C:21](=[NH:22])[NH:23][OH:24])[CH2:9][CH:8]([c:13]1[s:14][c:15]([CH3:18])[cH:16][cH:17]1)[CH2:7]2.[ClH:36]. Starting materials: COC1=C(C=CC(=C1)CNCCCNCCCCNCCCN)O.C(C)(=O)NN1C(=C2C(=C1C(=O)OC)CCCC2)C(=O)OC (dl-5 acetamido-1,3-di(carbomethoxy)-4,5,6,7-tetrahydro-2H-benzo[c]pyrrole), [OH-].[Na+] (sodium hydroxide). Run in C1CCOC1 (THF). Yields the product diacid, COC1=C(C=CC(=C1)CNCCCNCCCCNCCCN)O.C(C)(=O)NN1C(=C2C(=C1C(=O)O)CCCC2)C(=O)O (dl-5 acetamido-1,3-dicarboxy-4,5,6,7-tetrahydro-2H-benzo[c]pyrrole). RXN SMILES: [CH3:1][O:2][C:3]1[CH:8]=[C:7]([CH2:9][NH:10][CH2:11][CH2:12][CH2:13][NH:14][CH2:15][CH2:16][CH2:17][CH2:18][NH:19][CH2:20][CH2:21][CH2:22][NH2:23])[CH:6]=[CH:5][C:4]=1[OH:24].[C:25]([NH:28][N:29]1[C:33]([C:34]([O:36]C)=[O:35])=[C:32]2[CH2:38][CH2:39][CH2:40][CH2:41][C:31]2=[C:30]1[C:42]([O:44]C)=[O:43])(=[O:27])[CH3:26].[OH-].[Na+]>C1COCC1>[CH3:1][O:2][C:3]1[CH:8]=[C:7]([CH2:9][NH:10][CH2:11][CH2:12][CH2:13][NH:14][CH2:15][CH2:16][CH2:17][CH2:18][NH:19][CH2:20][CH2:21][CH2:22][NH2:23])[CH:6]=[CH:5][C:4]=1[OH:24].[C:25]([NH:28][N:29]1[C:33]([C:34]([OH:36])=[O:35])=[C:32]2[CH2:38][CH2:39][CH2:40][CH2:41][C:31]2=[C:30]1[C:42]([OH:44])=[O:43])(=[O:27])[CH3:26] |f:0.1,2.3,5.6|. Reported procedure: A reaction mixture was prepared containing 1.8 g. of dl-5-acetamido-1,3-di(carbomethoxy)-4,5,6,7-tetrahydro-2H-benzo[c]pyrrole, 80 ml. of THF and 20 ml. of 2 N aqueous sodium hydroxide. The reaction mixture was heated to refluxing temperature under a nitrogen atmosphere for about 3 hours after which time it was cooled and the volatile constituents evaporated therefrom in vacuo. The residue was dissolved in 25 ml. of water and the aqueous solution made acidic by the addition of 1 N aqueous hydroc... Reactants: [Si](C1=CC=CC=C1)(C1=CC=CC=C1)(C(C)(C)C)OC[C@@H]1[C@H]([C@H]([C@@H](O1)N1C(=O)N(C(=O)C(=C1)C)COCC1=CC=CC=C1)OCCO)O (5′-O-t-Butyldiphenylsilyl-3-benzyloxymethyl-2′-O-(hydroxyethyl)-5-methyluridine). The reagents and catalysts are [Pd] (Pd on carbon). The product is [Si](C1=CC=CC=C1)(C1=CC=CC=C1)(C(C)(C)C)OC[C@@H]1[C@H]([C@H]([C@@H](O1)N1C(=O)NC(=O)C(=C1)C)OCCO)O (5′-O-t-Butyldiphenylsilyl-2′-O-(hydroxyethyl)-5-methyluridine). RXN SMILES: [Si:1]([O:18][CH2:19][C@H:20]1[O:24][C@@H:23]([N:25]2[CH:32]=[C:31]([CH3:33])[C:29](=[O:30])[N:28](COCC3C=CC=CC=3)[C:26]2=[O:27])[C@H:22]([O:43][CH2:44][CH2:45][OH:46])[C@@H:21]1[OH:47])([C:14]([CH3:17])([CH3:16])[CH3:15])([C:8]1[CH:13]=[CH:12][CH:11]=[CH:10][CH:9]=1)[C:2]1[CH:7]=[CH:6][CH:5]=[CH:4][CH:3]=1>[Pd]>[Si:1]([O:18][CH2:19][C@H:20]1[O:24][C@@H:23]([N:25]2[CH:32]=[C:31]([CH3:33])[C:29](=[O:30])[NH:28][C:26]2=[O:27])[C@H:22]([O:43][CH2:44][CH2:45][OH:46])[C@@H:21]1[OH:47])([C:14]([CH3:16])([CH3:15])[CH3:17])([C:8]1[CH:9]=[CH:10][CH:11]=[CH:12][CH:13]=1)[C:2]1[CH:7]=[CH:6][CH:5]=[CH:4][CH:3]=1. Reported procedure: 5′-O-t-Butyldiphenylsilyl-3-benzyloxymethyl-2′-O-(hydroxyethyl)-5-methyluridine prepared in Example 31 above is hydrogenated using 10% Pd on carbon as per the procedure of Example 35 above to give the title compound. Reactants: CCCc1ccc(Cc2cccc(N)c2)n1CCC, [Na+], [Na+], N#CO[Na], O=C([O-])[O-], O=C(O)C(F)(F)F, c1ccccc1. Product: CCCc1ccc(Cc2cccc(NC(N)=O)c2)n1CCC. Reaction SMILES: [CH2:1]([CH2:2][CH3:3])[n:4]1[c:5]([CH2:12][c:13]2[cH:14][c:15]([NH2:19])[cH:16][cH:17][cH:18]2)[cH:6][cH:7][c:8]1[CH2:9][CH2:10][CH3:11].[Na+:31].[Na+:32].[Na:20][O:21][C:22]#[N:23].[O-:33][C:34](=[O:35])[O-:36].[OH:24][C:25]([C:26]([F:27])([F:28])[F:29])=[O:30].[cH:37]1[cH:38][cH:39][cH:40][cH:41][cH:42]1>>[CH2:1]([CH2:2][CH3:3])[n:4]1[c:5]([CH2:12][c:13]2[cH:14][c:15]([NH:19][C:22](=[O:21])[NH2:23])[cH:16][cH:17][cH:18]2)[cH:6][cH:7][c:8]1[CH2:9][CH2:10][CH3:11]. Starting materials: CCO, Cl, N#CC=Cc1ccco1. The product is Cl, N=C(O)C=Cc1ccco1. RXN SMILES: [CH3:11][CH2:12][OH:13].[ClH:10].[o:1]1[c:2]([CH:6]=[CH:7][C:8]#[N:9])[cH:3][cH:4][cH:5]1>>[ClH:10].[o:1]1[c:2]([CH:6]=[CH:7][C:8](=[NH:9])[OH:13])[cH:3][cH:4][cH:5]1.